From a dataset of the Open Reaction Database (ORD), a public repository of structured organic reaction records. describe an organic reaction: reactants, conditions, products, and yield Starting materials: C([O-])([O-])=O.[K+].[K+] (potassium carbonate), C(C)I (ethyl iodide), C(C)OC(=O)C=1C(=C2C(=NC1)N(N=C2)CC=2OC=CC2)O (4-hydroxy-1-(2-furyl)methyl-1H-pyrazolo[3,4-b]-pyridine-5-carboxylic acid ethyl ester). The solvent is CN(C=O)C (dimethylformamide). Conditions: time 10 hour. Yields the product C(C)OC(=O)C=1C(=C2C(=NC1)N(N=C2)CC=2OC=CC2)OCC (4-Ethoxy-1-(2-furyl)methyl-1H-pyrazolo[3,4-b]pyridine-5-carboxylic acid ethyl ester). As a reaction SMILES: [CH2:1]([O:3][C:4]([C:6]1[C:7]([OH:21])=[C:8]2[CH:14]=[N:13][N:12]([CH2:15][C:16]3[O:17][CH:18]=[CH:19][CH:20]=3)[C:9]2=[N:10][CH:11]=1)=[O:5])[CH3:2].C(=O)([O-])[O-].[K+].[K+].[CH2:28](I)[CH3:29]>CN(C)C=O>[CH2:1]([O:3][C:4]([C:6]1[C:7]([O:21][CH2:28][CH3:29])=[C:8]2[CH:14]=[N:13][N:12]([CH2:15][C:16]3[O:17][CH:18]=[CH:19][CH:20]=3)[C:9]2=[N:10][CH:11]=1)=[O:5])[CH3:2] |f:1.2.3|. Reported procedure: 300 g of 4-hydroxy-1-(2-furyl)methyl-1H-pyrazolo[3,4-b]-pyridine-5-carboxylic acid ethyl ester (1.05 mol) is dissolved in 1 liter of dimethylformamide. 210 g of potassium carbonate (1.5 mol) and 233 g of ethyl iodide are added. The mixture is heated at 60° with continuous stirring for 10 hours. The excess potassium carbonate is filtered off. On addition of 500 ml of water, 4-ethoxy-1-(2-furyl)methyl-1H-pyrazolo[3,4-b]pyridine-5-carboxylic acid ethyl ester precipitates and is recrystallized from ... Starting materials: NC1=C(C=CC(=C1)CCCC)O (2-amino-4-butylphenol), C(CCCCCCCCC)OC=1C=C2C=CC(=CC2=CC1)C(=O)Cl (6-decyloxy-2-naphthoic acid chloride), O1CCOCC1 (dioxane), N1=CC=CC=C1 (pyridine). Solvent: O (water). Conditions: temperature 75 celsius. Product: C(CCCCCCCCC)OC=1C=C2C=CC(=CC2=CC1)C(=O)NC1=C(C=CC(=C1)CCCC)O (2-(6-decyloxy-2-naphthoylamino)-4-butylphenol). Yield: 86.8%. RXN SMILES: [NH2:1][C:2]1[CH:7]=[C:6]([CH2:8][CH2:9][CH2:10][CH3:11])[CH:5]=[CH:4][C:3]=1[OH:12].[CH2:13]([O:23][C:24]1[CH:25]=[C:26]2[C:31](=[CH:32][CH:33]=1)[CH:30]=[C:29]([C:34](Cl)=[O:35])[CH:28]=[CH:27]2)[CH2:14][CH2:15][CH2:16][CH2:17][CH2:18][CH2:19][CH2:20][CH2:21][CH3:22].O1CCOCC1.N1C=CC=CC=1>O>[CH2:13]([O:23][C:24]1[CH:25]=[C:26]2[C:31](=[CH:32][CH:33]=1)[CH:30]=[C:29]([C:34]([NH:1][C:2]1[CH:7]=[C:6]([CH2:8][CH2:9][CH2:10][CH3:11])[CH:5]=[CH:4][C:3]=1[OH:12])=[O:35])[CH:28]=[CH:27]2)[CH2:14][CH2:15][CH2:16][CH2:17][CH2:18][CH2:19][CH2:20][CH2:21][CH3:22]. Procedure details: In a 50 ml three-neck flask, 0.40 g (2.42 m mole) of 2-amino-4-butylphenol, 0.85 g (2.74 m mole) of 6-decyloxy-2-naphthoic acid chloride and 10 ml of dioxane were placed. To the mixture, 0.81 ml of pyridine was added dropwise under stirring at ca. 75° C. of mixture temperature. After the reaction, the reaction mixture was poured into 80 ml of water to precipitate a crystal. The crystal was filtered, washed with water and recrystallized from acetone to obtain 1.00 g of 2-(6-decyloxy-2-naphthoylam... Starting materials: C1CCOC1, CCC(C(C)O)N1C(=O)C(C)(CC(=O)O)CC(c2cccc(Cl)c2)C1c1ccc(Cl)cc1, [H-], CI, [Na+]. Yields the product CCC(C(C)O)N1C(=O)C(C)(CC(=O)OC)CC(c2cccc(Cl)c2)C1c1ccc(Cl)cc1. As a reaction SMILES: [CH2:37]1[O:38][CH2:39][CH2:40][CH2:41]1.[Cl:1][c:2]1[cH:3][c:4]([CH:8]2[CH2:9][C:10]([CH3:28])([CH2:29][C:30](=[O:31])[OH:32])[C:11](=[O:27])[N:12]([CH:21]([CH:22]([CH3:23])[OH:24])[CH2:25][CH3:26])[CH:13]2[c:14]2[cH:15][cH:16][c:17]([Cl:20])[cH:18][cH:19]2)[cH:5][cH:6][cH:7]1.[H-:33].[I:35][CH3:36].[Na+:34]>>[Cl:1][c:2]1[cH:3][c:4]([CH:8]2[CH2:9][C:10]([CH3:28])([CH2:29][C:30](=[O:31])[O:32][CH3:36])[C:11](=[O:27])[N:12]([CH:21]([CH:22]([CH3:23])[OH:24])[CH2:25][CH3:26])[CH:13]2[c:14]2[cH:15][cH:16][c:17]([Cl:20])[cH:18][cH:19]2)[cH:5][cH:6][cH:7]1. Yields the product O=C(Cl)CCS(=O)(=O)c1ccc2cc(Cl)ccc2c1. Reactants: Cc1ccccc1, O=C(O)CCS(=O)(=O)c1ccc2cc(Cl)ccc2c1, CN(C)C=O, O=S(Cl)Cl. Reaction SMILES: [CH3:29][c:30]1[cH:31][cH:32][cH:33][cH:34][cH:35]1.[Cl:1][c:2]1[cH:3][c:4]2[cH:5][cH:6][c:7]([S:12](=[O:13])(=[O:14])[CH2:15][CH2:16][C:17](=[O:18])[OH:19])[cH:8][c:9]2[cH:10][cH:11]1.[O:24]=[CH:25][N:26]([CH3:27])[CH3:28].[S:20]([Cl:21])([Cl:22])=[O:23]>>[Cl:1][c:2]1[cH:3][c:4]2[cH:5][cH:6][c:7]([S:12](=[O:13])(=[O:14])[CH2:15][CH2:16][C:17](=[O:19])[Cl:22])[cH:8][c:9]2[cH:10][cH:11]1. Procedure details: Prepared according to the procedure described in Example 33, Step 1, using [1-(4-bromo-phenyl)-cyclopropyl]-methanol and phosphorus tribromide. Product: BrC1=CC=C(C=C1)C1(CC1)CBr (1-Bromo-4-(1-bromomethyl-cyclopropyl)-benzene). Reactants: BrC1=CC=C(C=C1)C1(CC1)CO ([1-(4-bromo-phenyl)-cyclopropyl]-methanol), P(Br)(Br)Br (phosphorus tribromide). Reaction SMILES: [Br:1][C:2]1[CH:7]=[CH:6][C:5]([C:8]2([CH2:11]O)[CH2:10][CH2:9]2)=[CH:4][CH:3]=1.P(Br)(Br)[Br:14]>>[Br:1][C:2]1[CH:7]=[CH:6][C:5]([C:8]2([CH2:11][Br:14])[CH2:10][CH2:9]2)=[CH:4][CH:3]=1. Reactants: BrCCC1=C(NC2=CC(=C(C=C12)C)Cl)[Si](CC)(CC)CC (3-(2-bromoethyl)-6-chloro-5-methyl-2-(triethylsilyl)-1H-indole), [N-]=[N+]=[N-].[Na+] (sodium azide). Solvent: CN(C)C=O (DMF). Conditions: temperature 70 celsius, time 4 hour. The product is N(=[N+]=[N-])CCC1=C(NC2=CC(=C(C=C12)C)Cl)[Si](CC)(CC)CC (3-(2-azidoethyl)-6-chloro-5-methyl-2-(triethylsilyl)-1H-indole). Yield: 105.7%. RXN SMILES: Br[CH2:2][CH2:3][C:4]1[C:12]2[C:7](=[CH:8][C:9]([Cl:14])=[C:10]([CH3:13])[CH:11]=2)[NH:6][C:5]=1[Si:15]([CH2:20][CH3:21])([CH2:18][CH3:19])[CH2:16][CH3:17].[N-:22]=[N+:23]=[N-:24].[Na+]>CN(C=O)C>[N:22]([CH2:2][CH2:3][C:4]1[C:12]2[C:7](=[CH:8][C:9]([Cl:14])=[C:10]([CH3:13])[CH:11]=2)[NH:6][C:5]=1[Si:15]([CH2:20][CH3:21])([CH2:18][CH3:19])[CH2:16][CH3:17])=[N+:23]=[N-:24] |f:1.2|. Procedure details: A mixture of 3-(2-bromoethyl)-6-chloro-5-methyl-2-(triethylsilyl)-1H-indole (0.725 g; 1.87 mmol) and sodium azide (0.365 g; 5.62 mmol) in DMF (8 mL) was stirred at 70° C. for 4 hours and concentrated under reduced pressure. The residue was diluted in ethyl acetate, washed with brine, dried and concentrated under reduced pressure to afford 0.690 g (quantitative yield) of the title compound as a brown oil. Reactants: COC(=O)c1cccc(C(=O)[O-])c1, ClCCCl, CCN(C(C)C)C(C)C, ClCCl, CN(CC(N)CC1CCCCC1)C(=O)OCC[Si](C)(C)C, On1nnc2ccccc21. Product: COC(=O)c1cccc(C(=O)NC(CC2CCCCC2)CN(C)C(=O)OCC[Si](C)(C)C)c1. Reaction SMILES: [C:1]([c:2]1[cH:3][c:4]([C:5](=[O:6])[O-:7])[cH:8][cH:9][cH:10]1)(=[O:11])[O:12][CH3:13].[CH2:35]([Cl:36])[CH2:37][Cl:38].[CH:49]([N:50]([CH2:51][CH3:52])[CH:53]([CH3:54])[CH3:55])([CH3:56])[CH3:57].[Cl:58][CH2:59][Cl:60].[NH2:14][CH:15]([CH2:16][N:17]([C:18]([O:19][CH2:20][CH2:21][Si:22]([CH3:23])([CH3:24])[CH3:25])=[O:26])[CH3:27])[CH2:28][CH:29]1[CH2:30][CH2:31][CH2:32][CH2:33][CH2:34]1.[OH:39][n:40]1[c:41]2[c:42]([cH:43][cH:44][cH:45][cH:46]2)[n:47][n:48]1>>[C:1]([c:2]1[cH:3][c:4]([C:5](=[O:7])[NH:14][CH:15]([CH2:16][N:17]([C:18]([O:19][CH2:20][CH2:21][Si:22]([CH3:23])([CH3:24])[CH3:25])=[O:26])[CH3:27])[CH2:28][CH:29]2[CH2:30][CH2:31][CH2:32][CH2:33][CH2:34]2)[cH:8][cH:9][cH:10]1)(=[O:11])[O:12][CH3:13].